From a dataset of the Open Reaction Database (ORD), a public repository of structured organic reaction records. describe an organic reaction: reactants, conditions, products, and yield The reactants are C(=O)OC1CCCCC1 (cyclohexyl formate), O (water). Run in CC(=O)C (acetone). Conditions: time 2 hour. The product is C(=O)OC1CCCCC1 (cyclohexyl formate), C1(CCCCC1)O (cyclohexanol), C1=CCCCC1 (cyclohexene). As a reaction SMILES: [CH:1]([O:3][CH:4]1[CH2:9][CH2:8][CH2:7][CH2:6][CH2:5]1)=[O:2].O>CC(C)=O>[CH:1]([O:3][CH:4]1[CH2:9][CH2:8][CH2:7][CH2:6][CH2:5]1)=[O:2].[CH:4]1([OH:3])[CH2:9][CH2:8][CH2:7][CH2:6][CH2:5]1.[CH:4]1[CH2:9][CH2:8][CH2:7][CH2:6][CH:5]=1. Procedure details: 1.29 g of cyclohexyl formate and 0.85 g of water were heated at 150° C. in an autoclave having a capacity of 25 mL, with stirring over a period of 2h. The pressure was 3.2 bar. The reaction mixture comprised two-phases both during and after the reaction. For analysis purposes, the two-phase effluent was homogenized with acetone. There were obtained, in addition to unconverted cyclohexyl formate, 6.5 mol %of cyclohexanol and 0.6 mol %of cyclohexene. Other by-products were not found. Quantitative ... Starting materials: BrC1=CC=C(S1)C(C(=O)OCC)=O (ethyl 2-(5-bromothiophen-2-yl)-2-oxoacetate), C(C)(=O)O[BH-](OC(C)=O)OC(C)=O.[Na+] (sodium triacetoxy borohydride). Solvent: C(C)(=O)OCC (ethyl acetate), O1CCCC1 (tetrahydrofuran). Run at temperature 60 celsius, time 1 hour. The product is BrC1=CC=C(S1)C(C(=O)OCC)O (ethyl 2-(5-bromothiophen-2-yl)-2-hydroxyacetate). Yield: 99.3%. Reaction SMILES: [Br:1][C:2]1[S:6][C:5]([C:7](=[O:13])[C:8]([O:10][CH2:11][CH3:12])=[O:9])=[CH:4][CH:3]=1.C(O[BH-](OC(=O)C)OC(=O)C)(=O)C.[Na+]>O1CCCC1.C(OCC)(=O)C>[Br:1][C:2]1[S:6][C:5]([CH:7]([OH:13])[C:8]([O:10][CH2:11][CH3:12])=[O:9])=[CH:4][CH:3]=1 |f:1.2|. Procedure details: To a solution of ethyl 2-(5-bromothiophen-2-yl)-2-oxoacetate (2.5 g, 9.5 mmol) in tetrahydrofuran (50 mL) was added sodium triacetoxy borohydride (2.5 g, 11.8 mmol, 1.2 eq). After stirring for 1 hour at 60° C., the reaction mixture was diluted with ethyl acetate, washed (brine), dried (Na2SO4), filtered and concentrated to provide ethyl 2-(5-bromothiophen-2-yl)-2-hydroxyacetate (2.5 g, 99.24%). 1H NMR (400 MHz, DMSO-d6): δ 1.19 (t, J=7.0 Hz, 3H), 4.11-4.16 (m, 2H), 5.34 (d, J=5.6 Hz, 1H), 6.50 (... The reactants are CC(C)(C)OC(=O)N1CC2CNCC2C1, Brc1cncc(OCc2ccccc2)c1. Product: CC(C)(C)OC(=O)N1CC2CN(c3cncc(OCc4ccccc4)c3)CC2C1. RXN SMILES: [CH2:16]1[N:17]([C:24](=[O:25])[O:26][C:27]([CH3:28])([CH3:29])[CH3:30])[CH2:18][CH:19]2[CH:20]1[CH2:21][NH:22][CH2:23]2.[CH2:1]([c:2]1[cH:3][cH:4][cH:5][cH:6][cH:7]1)[O:8][c:9]1[cH:10][n:11][cH:12][c:13]([Br:15])[cH:14]1>>[CH2:1]([c:2]1[cH:3][cH:4][cH:5][cH:6][cH:7]1)[O:8][c:9]1[cH:10][n:11][cH:12][c:13]([N:22]2[CH2:21][CH:20]3[CH2:16][N:17]([C:24](=[O:25])[O:26][C:27]([CH3:28])([CH3:29])[CH3:30])[CH2:18][CH:19]3[CH2:23]2)[cH:14]1. The reactants are O[C@](COS(=O)(=O)CCCCCC(=O)O)(C([C@H](CC(C)C)NC([C@H](CC1=CC=CC=C1)NC([C@H](CC(C)C)NC([C@H](CCC1=CC=CC=C1)NC(CN1CCOCC1)=O)=O)=O)=O)=O)C (6-({[(2R,4S)-2-Hydroxy-2,6-dimethyl-4-[(2S)-2-[(2S)-4-methyl-2-[(2S)-2-[2-(morpholin-4-yl)acetamido]-4-phenylbutanamido]pentanamido]-3-phenylpropanamido]-3-oxoheptyl]oxy}sulfonyl)hexanoic acid), COCCOCCOCCOCCOCCOCCOCCOCCN (2,5,8,11,14,17,20,23-octaoxapentacosan-25-amine). Yields the product O=C(NCCOCCOCCOCCOCCOCCOCCOCCOC)CCCCCS(=O)(=O)OCC(C([C@@H](NC([C@@H](NC([C@@H](NC([C@@H](NC(CN1CCOCC1)=O)CCC1=CC=CC=C1)=O)CC(C)C)=O)CC1=CC=CC=C1)=O)CC(C)C)=O)(C)O ((4S,7S,10S,13S)-10-benzyl-15-hydroxy-7,13-diisobutyl-15-methyl-1-morpholino-2,5,8,11,14-pentaoxo-4-phenethyl-3,6,9,12-tetraazahexadecan-16-yl 27-oxo-2,5,8,11,14,17,20,23-octaoxa-26-azadotriacontane-32-sulfonate). RXN SMILES: [OH:1][C@@:2]([CH3:64])([C:16](=[O:63])[C@@H:17]([NH:22][C:23](=[O:62])[C@@H:24]([NH:32][C:33](=[O:61])[C@@H:34]([NH:39][C:40](=[O:60])[C@@H:41]([NH:50][C:51](=[O:59])[CH2:52][N:53]1[CH2:58][CH2:57][O:56][CH2:55][CH2:54]1)[CH2:42][CH2:43][C:44]1[CH:49]=[CH:48][CH:47]=[CH:46][CH:45]=1)[CH2:35][CH:36]([CH3:38])[CH3:37])[CH2:25][C:26]1[CH:31]=[CH:30][CH:29]=[CH:28][CH:27]=1)[CH2:18][CH:19]([CH3:21])[CH3:20])[CH2:3][O:4][S:5]([CH2:8][CH2:9][CH2:10][CH2:11][CH2:12][C:13](O)=[O:14])(=[O:7])=[O:6].[CH3:65][O:66][CH2:67][CH2:68][O:69][CH2:70][CH2:71][O:72][CH2:73][CH2:74][O:75][CH2:76][CH2:77][O:78][CH2:79][CH2:80][O:81][CH2:82][CH2:83][O:84][CH2:85][CH2:86][O:87][CH2:88][CH2:89][NH2:90]>>[O:14]=[C:13]([CH2:12][CH2:11][CH2:10][CH2:9][CH2:8][S:5]([O:4][CH2:3][C:2]([OH:1])([CH3:64])[C:16](=[O:63])[C@H:17]([CH2:18][CH:19]([CH3:20])[CH3:21])[NH:22][C:23](=[O:62])[C@H:24]([CH2:25][C:26]1[CH:27]=[CH:28][CH:29]=[CH:30][CH:31]=1)[NH:32][C:33](=[O:61])[C@H:34]([CH2:35][CH:36]([CH3:37])[CH3:38])[NH:39][C:40](=[O:60])[C@H:41]([CH2:42][CH2:43][C:44]1[CH:49]=[CH:48][CH:47]=[CH:46][CH:45]=1)[NH:50][C:51](=[O:59])[CH2:52][N:53]1[CH2:54][CH2:55][O:56][CH2:57][CH2:58]1)(=[O:7])=[O:6])[NH:90][CH2:89][CH2:88][O:87][CH2:86][CH2:85][O:84][CH2:83][CH2:82][O:81][CH2:80][CH2:79][O:78][CH2:77][CH2:76][O:75][CH2:74][CH2:73][O:72][CH2:71][CH2:70][O:69][CH2:68][CH2:67][O:66][CH3:65]. Reported procedure: 6-({[(2R,4S)-2-Hydroxy-2,6-dimethyl-4-[(2S)-2-[(2S)-4-methyl-2-[(2S)-2-[2-(morpholin-4-yl)acetamido]-4-phenylbutanamido]pentanamido]-3-phenylpropanamido]-3-oxoheptyl]oxy}sulfonyl)hexanoic acid and 2,5,8,11,14,17,20,23-octaoxapentacosan-25-amine (Quanta Biodesign) were reacted following General PEGylation Conditions, Method D. The product is C(C1=CC=CC=C1)OC1C=CC(CC1)OC=1C=CC(=C(C1)C1=CC(=CC=C1)F)CCNC(C)=O (N-(2-(5-((4-(benzyloxy)cyclohex-2-en-1-yl)oxy)-3′-fluoro-[1,1′-biphenyl]-2yl)ethyl)acetamide). The reactants are C(C1=CC=CC=C1)OC1C=CC(CC1)O (4-(benzyloxy)cyclohex-2-en-1-ol), C1(=CC=CC=C1)P(C1=CC=CC=C1)C1=CC=CC=C1 (triphenyl phosphine), FC=1C=C(C=CC1)C1=C(C=CC(=C1)O)CCNC(C)=O (N-(2-(3′-fluoro-5-hydroxy-[1,1′-biphenyl]-2-yl)ethyl)acetamide), CC(C)OC(=O)/N=N/C(=O)OC(C)C (DIAD), C(=O)(O)[O-].[Na+] (NaHCO3). Procedure: To a solution of 35 (70 mg, 0.34 mmol) in freshly distilled THF (3 mL) at 0° C. was added triphenyl phosphine (180 mg, 0.68 mmol) and 23 (90 mg, 0.34 mmol). DIAD (0.135 mL, 0.68 mmol) was added to the mixture dropwise. The reaction was warmed to room temperature and stirred for 4 h. The reaction mixture was treated with saturated aqueous NaHCO3 solution (2 mL), washed with water, followed by brine, dried over Na2SO4, and concentrated to give a crude mixture that was purified by column chromatogr... Run at time 4 hour. Reaction SMILES: [CH2:1]([O:8][CH:9]1[CH2:14][CH2:13][CH:12]([OH:15])[CH:11]=[CH:10]1)[C:2]1[CH:7]=[CH:6][CH:5]=[CH:4][CH:3]=1.C1(P(C2C=CC=CC=2)C2C=CC=CC=2)C=CC=CC=1.[F:35][C:36]1[CH:37]=[C:38]([C:42]2[CH:47]=[C:46](O)[CH:45]=[CH:44][C:43]=2[CH2:49][CH2:50][NH:51][C:52](=[O:54])[CH3:53])[CH:39]=[CH:40][CH:41]=1.CC(OC(/N=N/C(OC(C)C)=O)=O)C.C([O-])(O)=O.[Na+]>C1COCC1>[CH2:1]([O:8][CH:9]1[CH2:14][CH2:13][CH:12]([O:15][C:46]2[CH:45]=[CH:44][C:43]([CH2:49][CH2:50][NH:51][C:52](=[O:54])[CH3:53])=[C:42]([C:38]3[CH:39]=[CH:40][CH:41]=[C:36]([F:35])[CH:37]=3)[CH:47]=2)[CH:11]=[CH:10]1)[C:2]1[CH:7]=[CH:6][CH:5]=[CH:4][CH:3]=1 |f:4.5|. Run in C1CCOC1 (THF). Starting materials: CC(C)(C)OC(=O)n1cnc(CCO)c1, C1CCOC1, CCOC(=O)N=NC(=O)OCC, O=C1CCCc2cc(O)ccc21, c1ccc(P(c2ccccc2)c2ccccc2)cc1. The product is CC(C)(C)OC(=O)n1cnc(CCOc2ccc3c(c2)CCCC3=O)c1. Reaction SMILES: [C:1](=[O:2])([O:3][C:4]([CH3:5])([CH3:6])[CH3:7])[n:8]1[cH:9][n:10][c:11]([CH2:13][CH2:14][OH:15])[cH:12]1.[CH2:59]1[O:60][CH2:61][CH2:62][CH2:63]1.[O:47]=[C:48]([O:49][CH2:50][CH3:51])[N:52]=[N:53][C:54]([O:55][CH2:56][CH3:57])=[O:58].[OH:16][c:17]1[cH:18][c:19]2[c:24]([cH:25][cH:26]1)[C:23](=[O:27])[CH2:22][CH2:21][CH2:20]2.[c:28]1([P:29]([c:30]2[cH:31][cH:32][cH:33][cH:34][cH:35]2)[c:36]2[cH:37][cH:38][cH:39][cH:40][cH:41]2)[cH:42][cH:43][cH:44][cH:45][cH:46]1>>[C:1](=[O:2])([O:3][C:4]([CH3:5])([CH3:6])[CH3:7])[n:8]1[cH:9][n:10][c:11]([CH2:13][CH2:14][O:15][c:17]2[cH:18][c:19]3[c:24]([cH:25][cH:26]2)[C:23](=[O:27])[CH2:22][CH2:21][CH2:20]3)[cH:12]1.